This data is from the Open Reaction Database (ORD), a public repository of structured organic reaction records. The task is: describe an organic reaction: reactants, conditions, products, and yield Reactants: CC1C(Nc2cnn(CC(=O)NCc3ccncc3)c(=O)c2Br)CC2CC1C2(C)C, CN1CCCC1=O, N#C[Cu]C#N, O. Yields the product CC1C(Nc2cnn(CC(=O)NCc3ccncc3)c(=O)c2C#N)CC2CC1C2(C)C. RXN SMILES: [Br:1][c:2]1[c:3]([NH:20][CH:21]2[CH:22]([CH3:30])[CH:23]3[C:24]([CH3:28])([CH3:29])[CH:25]([CH2:26]2)[CH2:27]3)[cH:4][n:5][n:6]([CH2:9][C:10](=[O:11])[NH:12][CH2:13][c:14]2[cH:15][cH:16][n:17][cH:18][cH:19]2)[c:7]1=[O:8].[CH3:37][N:38]1[CH2:39][CH2:40][CH2:41][C:42]1=[O:43].[Cu:31]([C:32]#[N:33])[C:34]#[N:35].[OH2:36]>>[c:2]1([C:32]#[N:33])[c:3]([NH:20][CH:21]2[CH:22]([CH3:30])[CH:23]3[C:24]([CH3:28])([CH3:29])[CH:25]([CH2:26]2)[CH2:27]3)[cH:4][n:5][n:6]([CH2:9][C:10](=[O:11])[NH:12][CH2:13][c:14]2[cH:15][cH:16][n:17][cH:18][cH:19]2)[c:7]1=[O:8].